This data is from the Open Reaction Database (ORD), a public repository of structured organic reaction records. The task is: describe an organic reaction: reactants, conditions, products, and yield Starting materials: C(CCC)C=1N(C(N(N1)C1=C(C=CC=C1)C(F)(F)F)=O)CC1=CC=C(C=C1)C1=C(C=CC=C1)S(N)(=O)=O (5-n-Butyl-2,4-dihydro-4-[(2'-sulfamoylbiphenyl-4-yl)methyl]-2-[2-(trifluoromethyl)phenyl]-3H-1,2,4-triazol-3-one), C1(CC1)C(=O)Cl (cyclopropanecarbonyl chloride). The product is crude product, C(CCC)C=1N(C(N(N1)C1=C(C=CC=C1)C(F)(F)F)=O)CC1=CC=C(C=C1)C1=C(C=CC=C1)S(NC(=O)C1CC1)(=O)=O (5-n-Butyl-4-[[2'-[N-(cyclopropanecarbonyl)sulfamoyl]biphenyl-4-yl]methyl]-2,4-dihydro-2-[2-(trifluoromethyl)phenyl]-3H-1,2,4-triazol-3-one). Isolated yield 51.0%. As a reaction SMILES: [CH2:1]([C:5]1[N:6]([CH2:21][C:22]2[CH:27]=[CH:26][C:25]([C:28]3[CH:33]=[CH:32][CH:31]=[CH:30][C:29]=3[S:34](=[O:37])(=[O:36])[NH2:35])=[CH:24][CH:23]=2)[C:7](=[O:20])[N:8]([C:10]2[CH:15]=[CH:14][CH:13]=[CH:12][C:11]=2[C:16]([F:19])([F:18])[F:17])[N:9]=1)[CH2:2][CH2:3][CH3:4].[CH:38]1([C:41](Cl)=[O:42])[CH2:40][CH2:39]1>>[CH2:1]([C:5]1[N:6]([CH2:21][C:22]2[CH:27]=[CH:26][C:25]([C:28]3[CH:33]=[CH:32][CH:31]=[CH:30][C:29]=3[S:34](=[O:37])(=[O:36])[NH:35][C:41]([CH:38]3[CH2:40][CH2:39]3)=[O:42])=[CH:24][CH:23]=2)[C:7](=[O:20])[N:8]([C:10]2[CH:15]=[CH:14][CH:13]=[CH:12][C:11]=2[C:16]([F:19])([F:18])[F:17])[N:9]=1)[CH2:2][CH2:3][CH3:4]. Reported procedure: Following the procedure of Example 13, Step C, 5-n-butyl-2,4-dihydro-4-[(2'-sulfamoylbiphenyl-4-yl)methyl]-2-[2-(trifluoromethyl)phenyl]-3H-1,2,4-triazol-3-one (from Example 16, Step C) was reacted with cyclopropanecarbonyl chloride. Flash chromatography of the crude product on silica gel (gradient elution with 0.3-1% MeOH in CH2Cl2) gave a 51% yield of the title compound as white crystals, mp 187°-189° C.; satisfactory purity by TLC in 19:1 CH2Cl2 --MeOH; mass spectrum (FAB) m/e 599 (M+1)+.